describe an organic reaction: reactants, conditions, products, and yield From a dataset of the Open Reaction Database (ORD), a public repository of structured organic reaction records. Reactants: ClC1=CC(=NC2=CC=C(C=C12)Cl)N1CC2=C(CCC1)C=CC=C2 (2-(4,6-dichloroquinolin-2-yl)-2,3,4,5-tetrahydro-1H-2-benzazepine), C(C=C)B1OC(C(O1)(C)C)(C)C (2-allyl-4,4,5,5-tetramethyl-[1,3,2]dioxaborolane), C([O-])([O-])=O.[K+].[K+] (potassium carbonate), COCCOC (1,2-dimethoxyethane). Reagents/catalysts: C=1C=CC(=CC1)[P](C=2C=CC=CC2)(C=3C=CC=CC3)[Pd]([P](C=4C=CC=CC4)(C=5C=CC=CC5)C=6C=CC=CC6)([P](C=7C=CC=CC7)(C=8C=CC=CC8)C=9C=CC=CC9)[P](C=1C=CC=CC1)(C=1C=CC=CC1)C=1C=CC=CC1 (tetrakis(triphenylphosphine)palladium(0)). Run in O (water), C(C)(=O)OCC (ethyl acetate). Conditions: temperature 120 celsius, time 3 hour. Yields the product ClC=1C=C2C(=CC(=NC2=CC1)N1CC2=C(CCC1)C=CC=C2)CC=C (2-[6-chloro-4-(prop-2-en-1-yl)quinolin-2-yl]-2,3,4,5-tetrahydro-1H-2-benzazepine), ClC=1C=C2C=CC(=NC2=CC1)N1CC2=C(CCC1)C=CC=C2 (2-(6-chloroquinolin-2-yl)-2,3,4,5-tetrahydro-1H-2-benzazepine). As a reaction SMILES: Cl[C:2]1[C:11]2[C:6](=[CH:7][CH:8]=[C:9]([Cl:12])[CH:10]=2)[N:5]=[C:4]([N:13]2[CH2:19][CH2:18][CH2:17][C:16]3[CH:20]=[CH:21][CH:22]=[CH:23][C:15]=3[CH2:14]2)[CH:3]=1.[CH2:24](B1OC(C)(C)C(C)(C)O1)[CH:25]=[CH2:26].C(=O)([O-])[O-].[K+].[K+].COCCOC>C(OCC)(=O)C.C1C=CC([P]([Pd]([P](C2C=CC=CC=2)(C2C=CC=CC=2)C2C=CC=CC=2)([P](C2C=CC=CC=2)(C2C=CC=CC=2)C2C=CC=CC=2)[P](C2C=CC=CC=2)(C2C=CC=CC=2)C2C=CC=CC=2)(C2C=CC=CC=2)C2C=CC=CC=2)=CC=1.O>[Cl:12][C:9]1[CH:10]=[C:11]2[C:6](=[CH:7][CH:8]=1)[N:5]=[C:4]([N:13]1[CH2:19][CH2:18][CH2:17][C:16]3[CH:20]=[CH:21][CH:22]=[CH:23][C:15]=3[CH2:14]1)[CH:3]=[C:2]2[CH2:26][CH:25]=[CH2:24].[Cl:12][C:9]1[CH:10]=[C:11]2[C:6](=[CH:7][CH:8]=1)[N:5]=[C:4]([N:13]1[CH2:19][CH2:18][CH2:17][C:16]3[CH:20]=[CH:21][CH:22]=[CH:23][C:15]=3[CH2:14]1)[CH:3]=[CH:2]2 |f:2.3.4,^1:57,59,78,97|. Reported procedure: The mixture of 2-(4,6-dichloroquinolin-2-yl)-2,3,4,5-tetrahydro-1H-2-benzazepine (200 mg, 0.58 mmol), 2-allyl-4,4,5,5-tetramethyl-[1,3,2]dioxaborolane (0.164 mL, 0.87 mmol), tetrakis(triphenylphosphine)palladium(0) (68 mg, 0.058 mmol), potassium carbonate (241 mg, 1.74 mmol), 1,2-dimethoxyethane (3 mL) and water (1 mL) was heated with stirring in a 10 mL of microwave process vial for 3 hours at 120° C. under microwave irradiation. The resulting mixture was diluted with ethyl acetate (20 mL), and... Reactants: O1CCCC1 (tetrahydrofuran), O1CCOCC1 (dioxane), C1(=CC=CC=C1)C (toluene), ClCCl (dichloromethane). As a reaction SMILES: O1CCC[CH2:2]1.[O:6]1[CH2:11][CH2:10]OCC1.[C:12]1(C)[CH:17]=CC=[CH:14][CH:13]=1.[Cl:19][CH2:20][Cl:21]>CC(C)=O.CC(CC)=O.ClC1C=CC=CC=1>[Cl:19][CH:20]([Cl:21])[CH3:2].[C:11]1(=[O:6])[CH2:10][CH2:14][CH2:13][CH2:12][CH2:17]1. The solvent is CC(=O)C (acetone), CC(=O)CC (ethyl methyl ketone), ClC1=CC=CC=C1 (monochlorobenzene). The product is ClC(C)Cl (dichloroethane), C1(CCCCC1)=O (cyclohexanone). Procedure: As a solvent used herein, tetrahydrofuran, dioxane, dioxoran, toluene, dichloromethane, monochlorobenzene, dichloroethane, cyclohexanone, ethyl methyl ketone, acetone can be provided. The solvents may be used singularly or in combination as a mixture. Reactants: CCc1ccc(C=O)s1, CC#N, [O-][Cl+][O-], [Na+], [Na+], [Na+], [OH-], O, OO, O=P([O-])(O)O. Product: CCc1ccc(C(=O)O)s1. As a reaction SMILES: [CH2:1]([CH3:2])[c:3]1[cH:4][cH:5][c:6]([CH:8]=[O:9])[s:7]1.[CH3:22][C:23]#[N:24].[Cl+:16]([O-:17])[O-:18].[Na+:15].[Na+:19].[Na+:21].[OH-:20].[OH2:25].[OH:26][OH:27].[P:10](=[O:11])([O-:12])([OH:13])[OH:14]>>[CH2:1]([CH3:2])[c:3]1[cH:4][cH:5][c:6]([C:8](=[O:9])[OH:11])[s:7]1. Reactants: C(C)(=O)OCC1=C(C(=C(C=C1C)[N+](=O)[O-])NC(CC)CC)[N+](=O)[O-] (3-[(1-ethylpropyl)amino]-6-methyl-2,4-dinitrobenzyl acetate), Cl (hydrochloric acid), O (water). The solvent is CO (methanol). The product is C(C)C(CC)NC=1C(=C(CO)C(=CC1[N+](=O)[O-])C)[N+](=O)[O-] (3-[(1-Ethylpropyl)amino]-6-methyl-2,4-dinitrobenzyl alcohol). As a reaction SMILES: C([O:4][CH2:5][C:6]1[C:11]([CH3:12])=[CH:10][C:9]([N+:13]([O-:15])=[O:14])=[C:8]([NH:16][CH:17]([CH2:20][CH3:21])[CH2:18][CH3:19])[C:7]=1[N+:22]([O-:24])=[O:23])(=O)C.Cl.O>CO>[CH2:18]([CH:17]([NH:16][C:8]1[C:7]([N+:22]([O-:24])=[O:23])=[C:6]([C:11]([CH3:12])=[CH:10][C:9]=1[N+:13]([O-:15])=[O:14])[CH2:5][OH:4])[CH2:20][CH3:21])[CH3:19]. Procedure details: A sample of 3-[(1-ethylpropyl)amino]-6-methyl-2,4-dinitrobenzyl acetate (23.1 g; 0.068 mol) is added to a mixture of concentrated hydrochloric acid (30 ml), water (40 ml) and methanol (320 ml). The reaction mixture is refluxed for 4 hours, cooled down and concentrated in vacuo. It is then diluted with water, extracted with ether, and the ether layer dried. The ether is removed in vacuo to leave a red oil, which readily solidifies to a yellow-orange solid (19.9 g; 98.5%). A similarly prepared and...